Dataset: the Open Reaction Database (ORD), a public repository of structured organic reaction records. Task: describe an organic reaction: reactants, conditions, products, and yield Starting materials: CCOC(=O)c1ncsc1Cn1c2c(c3cc(C#N)ccc31)CC(NC(=O)OC(C)C)C2, C1CCOC1, CCO, Cl, [Li+], [OH-]. Yields the product CC(C)OC(=O)NC1Cc2c(n(Cc3scnc3C(=O)O)c3ccc(C#N)cc23)C1. RXN SMILES: [CH2:1]([CH3:2])[O:3][C:4](=[O:5])[c:6]1[n:7][cH:8][s:9][c:10]1[CH2:11][n:12]1[c:13]2[c:14]([c:15]3[cH:16][c:17]([C:21]#[N:22])[cH:18][cH:19][c:20]13)[CH2:23][CH:24]([NH:26][C:27](=[O:28])[O:29][CH:30]([CH3:31])[CH3:32])[CH2:25]2.[CH2:39]1[O:40][CH2:41][CH2:42][CH2:43]1.[CH3:36][CH2:37][OH:38].[ClH:35].[Li+:34].[OH-:33]>>[O:3]=[C:4]([OH:5])[c:6]1[n:7][cH:8][s:9][c:10]1[CH2:11][n:12]1[c:13]2[c:14]([c:15]3[cH:16][c:17]([C:21]#[N:22])[cH:18][cH:19][c:20]13)[CH2:23][CH:24]([NH:26][C:27](=[O:28])[O:29][CH:30]([CH3:31])[CH3:32])[CH2:25]2. Starting materials: C(C1=CC=CC=C1)N1CCN(CC1)C1(CCCCC1)C1=CC=CC=C1 (benzyl 4 (1-phenylcyclohexyl)piperazine), [H][H] (hydrogen). The reagents and catalysts are [Pd] (palladium black). The solvent is CO (methanol), CO (methanol). Yields the product C1(=CC=CC=C1)C1(CCCCC1)N1CCNCC1 ((1-phenylcyclohexyl)piperazine). RXN SMILES: C([N:8]1[CH2:13][CH2:12][N:11]([C:14]2([C:20]3[CH:25]=[CH:24][CH:23]=[CH:22][CH:21]=3)[CH2:19][CH2:18][CH2:17][CH2:16][CH2:15]2)[CH2:10][CH2:9]1)C1C=CC=CC=1.[H][H]>CO.[Pd]>[C:20]1([C:14]2([N:11]3[CH2:10][CH2:9][NH:8][CH2:13][CH2:12]3)[CH2:15][CH2:16][CH2:17][CH2:18][CH2:19]2)[CH:25]=[CH:24][CH:23]=[CH:22][CH:21]=1. Reported procedure: 1 benzyl 4 (1-phenylcyclohexyl)piperazine (0.47 q) was dissolved in 86 mL methanol and 14 mL 0.2 N HCI in methanol. The mixture was hydrogenated over palladium black (0.1175 g) and 3 atm. of hydrogen at room temperature for 1 hour. The reaction was filtered and the solvent was removed in vacuo. The residue was chromatographed on silica gel eluted with the appropriate mixture of methanol and chloroform to yield pure 1 (1-phenylcyclohexyl)piperazine. Reactants: C(C)OC=1C=C(C=NC1OCC1=CC=C(C=C1)OC)C1=CC(=C(C=C1)CC(=O)O)F (2-(4-(5-ethoxy-6-((4-methoxybenzyl)oxy)pyridin-3-yl)-2-fluorophenyl)acetic acid), CN1N=CC(=C1)C=1C=C(N)C=C(C1)C(F)(F)F (3-(1-methyl-1H-pyrazol-4-yl)-5-(trifluoromethyl)aniline), C(CC)P1(OP(OP(O1)(=O)CCC)(=O)CCC)=O (T3P). The solvent is N1=CC=CC=C1 (pyridine). Reaction conditions: temperature 27 celsius, time 30 minute. Yields the product C(C)OC=1C=C(C=NC1OCC1=CC=C(C=C1)OC)C1=CC(=C(C=C1)CC(=O)NC1=CC(=CC(=C1)C(F)(F)F)C=1C=NN(C1)C)F (2-(4-(5-ethoxy-6-((4-methoxybenzyl)oxy)pyridin-3-yl)-2-fluorophenyl)-N-(3-(1-methyl-1H-pyrazol-4-yl)-5-(trifluoromethyl)phenyl)acetamide). Yield: 89.3%. Reaction SMILES: [CH2:1]([O:3][C:4]1[CH:5]=[C:6]([C:20]2[CH:25]=[CH:24][C:23]([CH2:26][C:27]([OH:29])=O)=[C:22]([F:30])[CH:21]=2)[CH:7]=[N:8][C:9]=1[O:10][CH2:11][C:12]1[CH:17]=[CH:16][C:15]([O:18][CH3:19])=[CH:14][CH:13]=1)[CH3:2].[CH3:31][N:32]1[CH:36]=[C:35]([C:37]2[CH:38]=[C:39]([CH:41]=[C:42]([C:44]([F:47])([F:46])[F:45])[CH:43]=2)[NH2:40])[CH:34]=[N:33]1.C(P1(=O)OP(CCC)(=O)OP(CCC)(=O)O1)CC>N1C=CC=CC=1>[CH2:1]([O:3][C:4]1[CH:5]=[C:6]([C:20]2[CH:25]=[CH:24][C:23]([CH2:26][C:27]([NH:40][C:39]3[CH:41]=[C:42]([C:44]([F:45])([F:46])[F:47])[CH:43]=[C:37]([C:35]4[CH:34]=[N:33][N:32]([CH3:31])[CH:36]=4)[CH:38]=3)=[O:29])=[C:22]([F:30])[CH:21]=2)[CH:7]=[N:8][C:9]=1[O:10][CH2:11][C:12]1[CH:17]=[CH:16][C:15]([O:18][CH3:19])=[CH:14][CH:13]=1)[CH3:2]. Procedure details: To a solution of 2-(4-(5-ethoxy-6-((4-methoxybenzyl)oxy)pyridin-3-yl)-2-fluorophenyl)acetic acid (100 mg, 0.243 mmol) and 3-(1-methyl-1H-pyrazol-4-yl)-5-(trifluoromethyl)aniline (58.6 mg, 0.243 mmol) in pyridine (2 mL) was added T3P® (0.5 mL, 0.243 mmol) at 27° C. under N2. The mixture was stirred at 27° C. for 30 min. LCMS showed the reaction was completed. Then the mixture was put onto ice (5 g). The mixture was concentrated to give the residue. The residue was purified by preparative TLC (DCM... Reactants: COC(=O)C1CC(C(=O)OC(C)(C)C)N(C(=O)CNC(=O)Nc2cccc(C(=O)OCc3ccccc3)c2)C1c1ccccc1, CCOC(C)=O. Product: COC(=O)C1CC(C(=O)OC(C)(C)C)N(C(=O)CNC(=O)Nc2cccc(C(=O)O)c2)C1c1ccccc1. Reaction SMILES: [CH2:1]([c:2]1[cH:3][cH:4][cH:5][cH:6][cH:7]1)[O:8][C:9](=[O:10])[c:11]1[cH:12][c:13]([NH:17][C:18]([NH:19][CH2:20][C:21](=[O:22])[N:23]2[CH:24]([C:38](=[O:39])[O:40][C:41]([CH3:42])([CH3:43])[CH3:44])[CH2:25][CH:26]([C:34](=[O:35])[O:36][CH3:37])[CH:27]2[c:28]2[cH:29][cH:30][cH:31][cH:32][cH:33]2)=[O:45])[cH:14][cH:15][cH:16]1.[CH3:46][CH2:47][O:48][C:49](=[O:50])[CH3:51]>>[O:8]=[C:9]([OH:10])[c:11]1[cH:12][c:13]([NH:17][C:18]([NH:19][CH2:20][C:21](=[O:22])[N:23]2[CH:24]([C:38](=[O:39])[O:40][C:41]([CH3:42])([CH3:43])[CH3:44])[CH2:25][CH:26]([C:34](=[O:35])[O:36][CH3:37])[CH:27]2[c:28]2[cH:29][cH:30][cH:31][cH:32][cH:33]2)=[O:45])[cH:14][cH:15][cH:16]1. The solvent is O1CCOCC1 (dioxane). Run at temperature 140 celsius. Procedure: A vial was charged with a mixture of 4-(4,4,5,5-tetramethyl-1,3,2-dioxaborolan-2-yl)-6-(trifluoromethyl)-1H-indazole (0.05 g, 0.160 mmol), 6-amino-5-bromo-3-methylpyrimidin-4(3H)-one (0.042 g, 0.208 mmol) and PdCl2(dppf) (5.86 mg, 8.01 μmol) in dioxane (8 mL) and aqueous saturated NaHCO3 (2 mL). The resulting light brown suspension was heated at 140° C. for 45 minutes in a microwave reactor. The reaction mixture was subsequently concentrated and the crude residue was purified by preparative HPLC... Product: C(=O)(C(F)(F)F)O (TFA), NC1=C(C(N(C=N1)C)=O)C1=C2C=NNC2=CC(=C1)C(F)(F)F (6-amino-3-methyl-5-(6-(trifluoromethyl)-1H-indazol-4-yl)pyrimidin-4(3H)-one). Starting materials: CC1(OB(OC1(C)C)C1=C2C=NNC2=CC(=C1)C(F)(F)F)C (4-(4,4,5,5-tetramethyl-1,3,2-dioxaborolan-2-yl)-6-(trifluoromethyl)-1H-indazole), NC1=C(C(N(C=N1)C)=O)Br (6-amino-5-bromo-3-methylpyrimidin-4(3H)-one), C(=O)(O)[O-].[Na+] (NaHCO3). As a reaction SMILES: CC1(C)C(C)(C)OB([C:9]2[CH:17]=[C:16]([C:18]([F:21])([F:20])[F:19])[CH:15]=[C:14]3[C:10]=2[CH:11]=[N:12][NH:13]3)O1.[NH2:23][C:24]1[N:29]=[CH:28][N:27]([CH3:30])[C:26](=[O:31])[C:25]=1Br.[C:33]([O-:36])(O)=[O:34].[Na+]>O1CCOCC1.C1C=CC(P(C2C=CC=CC=2)[C-]2C=CC=C2)=CC=1.C1C=CC(P(C2C=CC=CC=2)[C-]2C=CC=C2)=CC=1.Cl[Pd]Cl.[Fe+2]>[C:33]([OH:36])([C:18]([F:21])([F:20])[F:19])=[O:34].[NH2:23][C:24]1[N:29]=[CH:28][N:27]([CH3:30])[C:26](=[O:31])[C:25]=1[C:9]1[CH:17]=[C:16]([C:18]([F:19])([F:20])[F:21])[CH:15]=[C:14]2[C:10]=1[CH:11]=[N:12][NH:13]2 |f:2.3,5.6.7.8|. The yield is 16.0%. The reagents and catalysts are C1=CC=C(C=C1)P([C-]2C=CC=C2)C3=CC=CC=C3.C1=CC=C(C=C1)P([C-]2C=CC=C2)C3=CC=CC=C3.Cl[Pd]Cl.[Fe+2] (PdCl2(dppf)). Reactants: BrBr (bromine), ClC=1C=C2C(C(=O)OC2=O)=CC1 (4-chlorophthalic anhydride), BrBr (bromine), BrBr (bromine), ClC=1C=C2C(C(=O)OC2=O)=CC1 (4-chlorophthalic anhydride). The reagents and catalysts are [Fe] (iron). Solvent: ClC1=CC=CC=C1 (chlorobenzene). Conditions: temperature 110 celsius. Yields the product BrC=1C=C2C(C(=O)OC2=O)=CC1 (4-bromophthalic anhydride). As a reaction SMILES: Cl[C:2]1[CH:3]=[C:4]2[C:9](=[O:10])[O:8][C:6](=[O:7])[C:5]2=[CH:11][CH:12]=1.[Br:13]Br>ClC1C=CC=CC=1.[Fe]>[Br:13][C:2]1[CH:3]=[C:4]2[C:9](=[O:10])[O:8][C:6](=[O:7])[C:5]2=[CH:11][CH:12]=1. Procedure: 36.5 grams of 4-chlorophthalic anhydride were dissolved in 5.5 grams of chlorobenzene. The mixture was heated to 110° C. 0.029 grams of iron powder was added and 10 grams of bromine were added over a three hour period. The reaction temperature was increased to 135° C. and another 5 grams of bromine were added. The reaction mixture was then heated to 165° C. and another 6.2 grams of bromine were added. The mixture was analyzed by a gas chromatographic method and it was found that the 4-chlorophth... The reactants are BrB(Br)Br, COC(=O)Cc1csc2c(OC)cccc12, [Cl-], ClCCl, [NH4+]. Yields the product COC(=O)Cc1csc2c(O)cccc12. Reaction SMILES: [B:1]([Br:2])([Br:3])[Br:4].[CH3:5][O:6][C:7]([CH2:8][c:9]1[c:10]2[c:11]([s:12][cH:13]1)[c:14]([O:18][CH3:19])[cH:15][cH:16][cH:17]2)=[O:20].[Cl-:21].[Cl:23][CH2:24][Cl:25].[NH4+:22]>>[CH3:5][O:6][C:7]([CH2:8][c:9]1[c:10]2[c:11]([s:12][cH:13]1)[c:14]([OH:18])[cH:15][cH:16][cH:17]2)=[O:20]. Reactants: COC(CC1=CC(=CC=C1)O)=O ((3-Hydroxy-phenyl)-acetic acid methyl ester), C([O-])([O-])=O.[K+].[K+] (potassium carbonate), BrC=1C=CC(=C(C=O)C1)F (5-bromo-2-fluorobenzaldehyde), C([O-])([O-])=O.[K+].[K+] (potassium carbonate). Solvent: O1CCOCC1 (1,4-dioxane). Run at temperature 100 celsius, time 4 hour. The product is COC(CC1=CC(=CC=C1)OC1=C(C=C(C=C1)Br)C=O)=O ([3-(4-Bromo-2-formyl-phenoxy)-phenyl]-acetic acid methyl ester). Reaction SMILES: [CH3:1][O:2][C:3](=[O:12])[CH2:4][C:5]1[CH:10]=[CH:9][CH:8]=[C:7]([OH:11])[CH:6]=1.[Br:13][C:14]1[CH:15]=[CH:16][C:17](F)=[C:18]([CH:21]=1)[CH:19]=[O:20].C(=O)([O-])[O-].[K+].[K+]>O1CCOCC1>[CH3:1][O:2][C:3](=[O:12])[CH2:4][C:5]1[CH:10]=[CH:9][CH:8]=[C:7]([O:11][C:17]2[CH:16]=[CH:15][C:14]([Br:13])=[CH:21][C:18]=2[CH:19]=[O:20])[CH:6]=1 |f:2.3.4|. Procedure details: (3-Hydroxy-phenyl)-acetic acid methyl ester (1.44 g, 8.66 mmol), 5-bromo-2-fluorobenzaldehyde (1.76 g, 8.66 mmol), and potassium carbonate (2.39 g, 17.32 mmol) were combined in 1,4-dioxane (18 mL) and heated to 100° C. overnight. Some starting material was still observed by analytical LCMS, so additional potassium carbonate (0.6 g, 4.3 mmol) was added, and the reaction was stirred at 100° C. for 4 hours. The mixture was cooled to room temperature and partitioned between EtOAc and H2O. Brine was ... Reactants: ClC1=NC(=CC=C1)OC (2-chloro-6-methoxypyridine), N1CCNCC1 (piperazine), C([O-])([O-])=O.[K+].[K+] (potassium carbonate). Solvent: O (water). Conditions: time 24 hour. The product is N1(CCNCC1)C1=NC(=CC=C1)OC (2-piperazino-6-methoxypyridine). RXN SMILES: Cl[C:2]1[CH:7]=[CH:6][CH:5]=[C:4]([O:8][CH3:9])[N:3]=1.[NH:10]1[CH2:15][CH2:14][NH:13][CH2:12][CH2:11]1.C(=O)([O-])[O-].[K+].[K+]>O>[N:10]1([C:2]2[CH:7]=[CH:6][CH:5]=[C:4]([O:8][CH3:9])[N:3]=2)[CH2:15][CH2:14][NH:13][CH2:12][CH2:11]1 |f:2.3.4|. Procedure details: A mixture of 2-chloro-6-methoxypyridine (20 g) and piperazine (32.9 g) with potassium carbonate (20.1 g) in water (50 ml) is stirred at 100° for 24 hr. The mixture is partitioned between methylene chloride and aqueous sodium bicarbonate, the phases are separated and the organic phase is dried over sodium sulfate and concentrated. The concentrate is dissolved in ether. The organic phase is extracted with hydrochloric acid (10%). The aqueous phase is washed with ether, neutralized with sodium hydr...